Dataset: the Open Reaction Database (ORD), a public repository of structured organic reaction records. Task: describe an organic reaction: reactants, conditions, products, and yield Starting materials: OC(C)C1CN(C1)C(=O)OC(C)(C)C (tert-butyl 3-(1-hydroxyethyl)azetidine-1-carboxylate), C1=CC=C(C=C1)P(C2=CC=CC=C2)C3=CC=CC=C3 (PPh3), ClC1=CC=C(C=C1)O (p-chlorophenol), CCOC(=O)/N=N/C(=O)OCC (DEAD). Run in C1CCOC1 (THF). Conditions: time 8 hour. The product is ClC1=CC=C(OC(C)C2CN(C2)C(=O)OC(C)(C)C)C=C1 (tert-butyl 3-(1-(4-chlorophenoxy)ethyl)-azetidine-1-carboxylate). Isolated yield 44.2%. As a reaction SMILES: [OH:1][CH:2]([CH:4]1[CH2:7][N:6]([C:8]([O:10][C:11]([CH3:14])([CH3:13])[CH3:12])=[O:9])[CH2:5]1)[CH3:3].C1C=CC(P(C2C=CC=CC=2)C2C=CC=CC=2)=CC=1.[Cl:34][C:35]1[CH:40]=[CH:39][C:38](O)=[CH:37][CH:36]=1.CCOC(/N=N/C(OCC)=O)=O>C1COCC1>[Cl:34][C:35]1[CH:40]=[CH:39][C:38]([O:1][CH:2]([CH:4]2[CH2:7][N:6]([C:8]([O:10][C:11]([CH3:13])([CH3:12])[CH3:14])=[O:9])[CH2:5]2)[CH3:3])=[CH:37][CH:36]=1. Procedure details: To a flask charged with tert-butyl 3-(1-hydroxyethyl)azetidine-1-carboxylate (212 mg, 1.053 mmol) was added THF (6.3 mL), resin bound PPh3 (527 mg, 1.580 mmol), p-chlorophenol (104 μL, 1.053 mmol) and DEAD (250 μL, 1.580 mmol). The reaction mixture was stirred overnight at RT. The reaction mixture was filtered through cotton and dried under reduced pressure, then purified with flash chromatography ramping CH2Cl2:MeOH:NH4OH (90:10:1) in CH2Cl2 from 0% to 100% to afford tert-butyl 3-(1-(4-chloroph... Reactants: C(C1=CC=CC=C1)[C@H](C(=O)O)CC[C@@H](C(=O)N[C@@H]1C(N2[C@@H](SCC1)CCC[C@H]2C(=O)OC)=O)CC2=CC=CC=C2 ((2R,5R)-2,5-Dibenzyl-6-((4S,7S,10aS)-7-(methoxycarbonyl)-5-oxooctahydro-2H-pyrido[2,1-b][1,3]thiazepin-4-ylamino)-6-oxohexanoic acid), NC1C(N(C\C=C/C1(C)C)C1=CC=CC=C1)=O ((Z)-3-Amino-4,4-dimethyl-1-phenyl-3,4-dihydro-1H-azepin-2(7H)-one). The product is C(C1=CC=CC=C1)[C@H](C(=O)N[C@@H]1C(N2[C@@H](SCC1)CCC[C@H]2C(=O)OC)=O)CC[C@@H](C(=O)N[C@@H]2C(N(C\C=C/C2(C)C)C2=CC=CC=C2)=O)CC2=CC=CC=C2 ((4S,7S,10aS)-Methyl 4-((2R,5R)-2,5-dibenzyl-6-((S,Z)-4,4-dimethyl-2-oxo-1-phenyl-2,3,4,7-tetrahydro-1H-azepin-3-ylamino)-6-oxohexanamido)-5-oxooctahydro-2H-pyrido[2,1-b][1,3]thiazepine-7-carboxylate), solid. Yield: 27.0%. As a reaction SMILES: [CH2:1]([C@@H:8]([CH2:12][CH2:13][C@H:14]([CH2:34][C:35]1[CH:40]=[CH:39][CH:38]=[CH:37][CH:36]=1)[C:15]([NH:17][C@H:18]1[CH2:24][CH2:23][S:22][C@H:21]2[CH2:25][CH2:26][CH2:27][C@@H:28]([C:29]([O:31][CH3:32])=[O:30])[N:20]2[C:19]1=[O:33])=[O:16])[C:9](O)=[O:10])[C:2]1[CH:7]=[CH:6][CH:5]=[CH:4][CH:3]=1.[NH2:41][CH:42]1[C:48]([CH3:50])([CH3:49])[CH:47]=[CH:46][CH2:45][N:44]([C:51]2[CH:56]=[CH:55][CH:54]=[CH:53][CH:52]=2)[C:43]1=[O:57]>>[CH2:34]([C@@H:14]([CH2:13][CH2:12][C@H:8]([CH2:1][C:2]1[CH:3]=[CH:4][CH:5]=[CH:6][CH:7]=1)[C:9]([NH:41][C@H:42]1[C:48]([CH3:50])([CH3:49])[CH:47]=[CH:46][CH2:45][N:44]([C:51]2[CH:56]=[CH:55][CH:54]=[CH:53][CH:52]=2)[C:43]1=[O:57])=[O:10])[C:15]([NH:17][C@H:18]1[CH2:24][CH2:23][S:22][C@H:21]2[CH2:25][CH2:26][CH2:27][C@@H:28]([C:29]([O:31][CH3:32])=[O:30])[N:20]2[C:19]1=[O:33])=[O:16])[C:35]1[CH:40]=[CH:39][CH:38]=[CH:37][CH:36]=1. Reported procedure: (4S,7S,10aS)-Methyl 4-((2R,5R)-2,5-dibenzyl-6-((S,Z)-4,4-dimethyl-2-oxo-1-phenyl-2,3,4,7-tetrahydro-1H-azepin-3-ylamino)-6-oxohexanamido)-5-oxooctahydro-2H-pyrido[2,1-b][1,3]thiazepine-7-carboxylate was synthesized as described in General Procedure H using Intermediate 23 (10 mg, 0.018 mmol) and Intermediate 33 (4.1 mg, 0.018 mmol) to give a white solid (4.0 mg, 27% yield). Anal. Calcd. for C45H54N4O6S m/z 778.4. found: 779.4 (M+H)+; 1H NMR (500 MHz, CD3OD) δ ppm 8.00-8.08 (m, 1H), 7.31 (t, J=7.... The product is N#Cc1cc(-c2nc3ccccc3o2)ccc1O. Reaction SMILES: [B:20]([Br:21])([Br:22])[Br:23].[CH3:24][CH2:25][O:26][C:27]([CH3:28])=[O:29].[Cl:31][CH2:32][Cl:33].[OH2:30].[o:1]1[c:2](-[c:10]2[cH:11][cH:12][c:13]([O:18][CH3:19])[c:14]([C:15]#[N:16])[cH:17]2)[n:3][c:4]2[c:5]1[cH:6][cH:7][cH:8][cH:9]2>>[o:1]1[c:2](-[c:10]2[cH:11][cH:12][c:13]([OH:18])[c:14]([C:15]#[N:16])[cH:17]2)[n:3][c:4]2[c:5]1[cH:6][cH:7][cH:8][cH:9]2. The reactants are BrB(Br)Br, CCOC(C)=O, ClCCl, O, COc1ccc(-c2nc3ccccc3o2)cc1C#N. The reactants are BrC=1C=C2C(=C3N(C2=CC1)CCCC3=O)C (2-bromo-10-methyl-6,7,8,9-tetrahydropyrido[1,2-a]indol-9-one), [BH4-].[Na+] (sodium borohydride). Run in CO (methanol). Reaction conditions: time 1 hour. Product: BrC=1C=C2C(=C3N(C2=CC1)CCCC3O)C (2-Bromo-6,7,8,9-tetrahydro-10-methylpyrido[1,2-a]indol-9-ol). The yield is 60.7%. As a reaction SMILES: [Br:1][C:2]1[CH:3]=[C:4]2[C:8](=[CH:9][CH:10]=1)[N:7]1[CH2:11][CH2:12][CH2:13][C:14](=[O:15])[C:6]1=[C:5]2[CH3:16].[BH4-].[Na+]>CO>[Br:1][C:2]1[CH:3]=[C:4]2[C:8](=[CH:9][CH:10]=1)[N:7]1[CH2:11][CH2:12][CH2:13][CH:14]([OH:15])[C:6]1=[C:5]2[CH3:16] |f:1.2|. Procedure details: To a solution of 2-bromo-10-methyl-6,7,8,9-tetrahydropyrido[1,2-a]indol-9-one (5.56 g, 20 mmol, described in Example 17, Step 1), in methanol (350 mL) was added sodium borohydride (2.5 g) portionwise, upon cooling. The reaction mixture was stirred at room temperature for 1 hour, and evaporated. The residue was partitioned between water and methylene chloride, the organic layer separated, dried (MgSO4), filtered, and evaporated to obtain the title compound 3.4 g (61%), m.p. 120°-123° C. Starting materials: ClC=1C=CC=C2C(=C(N=NC12)C1=CC=CC=C1)C=1C=C(C=CC1)N (3-(8-chloro-3-phenyl-cinnolin-4-yl)-phenylamine), BrC1=C(C=O)C=C(C=C1)OC (2-bromo-5-methoxylbenzaldehyde). The product is BrC1=C(COC=2C=C(C=CC2)C2=C(N=NC3=C(C=CC=C23)Cl)C2=CC=CC=C2)C=C(C=C1)OC (4-{3-[(2-Bromo-5-methoxybenzyl)oxy]phenyl}-8-chloro-3-phenylcinnoline). RXN SMILES: [Cl:1][C:2]1[CH:3]=[CH:4][CH:5]=[C:6]2[C:11]=1[N:10]=[N:9][C:8]([C:12]1[CH:17]=[CH:16][CH:15]=[CH:14][CH:13]=1)=[C:7]2[C:18]1[CH:19]=[C:20](N)[CH:21]=[CH:22][CH:23]=1.[Br:25][C:26]1[CH:33]=[CH:32][C:31]([O:34][CH3:35])=[CH:30][C:27]=1[CH:28]=[O:29]>>[Br:25][C:26]1[CH:33]=[CH:32][C:31]([O:34][CH3:35])=[CH:30][C:27]=1[CH2:28][O:29][C:20]1[CH:19]=[C:18]([C:7]2[C:6]3[C:11](=[C:2]([Cl:1])[CH:3]=[CH:4][CH:5]=3)[N:10]=[N:9][C:8]=2[C:12]2[CH:17]=[CH:16][CH:15]=[CH:14][CH:13]=2)[CH:23]=[CH:22][CH:21]=1. Procedure details: The title compound was prepared from 3-(8-chloro-3-phenyl-cinnolin-4-yl)-phenylamine and 2-bromo-5-methoxylbenzaldehyde according to the procedure of Step 5 Example 6. MS (ES) m/z 531.1. Reactants: SCC1(CC1)CC(=O)O (1-(mercaptomethyl)cyclopropaneacetic acid), ClC1=CC=C2C=CC(=NC2=C1)C=CC=1C=C(C=CC1)[C@H](CCC1=C(C=CC=C1)C(C)(C)O)OS(=O)(=O)C (2-(2-(3(S)-(3-(2-(7-chloro-2-quinolinyl)ethenyl)phenyl)-3-methanesulfonyloxypropyl)phenyl)-2-propanol). The product is CC(C)(C=1C=CC=CC1CC[C@H](C=2C=CC=C(C2)/C=C/C=3C=CC=4C=CC(=CC4N3)Cl)SCC5(CC5)CC(=O)O)O (Montelukast). RXN SMILES: [SH:1][CH2:2][C:3]1([CH2:6][C:7]([OH:9])=[O:8])[CH2:5][CH2:4]1.[Cl:10][C:11]1[CH:20]=[C:19]2[C:14]([CH:15]=[CH:16][C:17]([CH:21]=[CH:22][C:23]3[CH:24]=[C:25]([C@@H:29](OS(C)(=O)=O)[CH2:30][CH2:31][C:32]4[CH:37]=[CH:36][CH:35]=[CH:34][C:33]=4[C:38]([OH:41])([CH3:40])[CH3:39])[CH:26]=[CH:27][CH:28]=3)=[N:18]2)=[CH:13][CH:12]=1>>[CH3:40][C:38]([OH:41])([C:33]1[CH:34]=[CH:35][CH:36]=[CH:37][C:32]=1[CH2:31][CH2:30][C@@H:29]([S:1][CH2:2][C:3]1([CH2:6][C:7]([OH:9])=[O:8])[CH2:5][CH2:4]1)[C:25]1[CH:26]=[CH:27][CH:28]=[C:23](/[CH:22]=[CH:21]/[C:17]2[CH:16]=[CH:15][C:14]3[CH:13]=[CH:12][C:11]([Cl:10])=[CH:20][C:19]=3[N:18]=2)[CH:24]=1)[CH3:39]. Reported procedure: In U.S. Pat. No. 5,614,632, montelukast is prepared by condensing 1-(mercaptomethyl)cyclopropaneacetic acid then condensation with 2-(2-(3(S)-(3-(2-(7-chloro-2-quinolinyl)ethenyl)phenyl)-3-methanesulfonyloxypropyl)phenyl)-2-propanol compound to afford Montelukast. It is further converted to its corresponding sodium salt via dicyclohexyl amine salt. Reactants: Cc1ccc(Sc2ccccc2)c(CO)c1, O=S(Cl)Cl, c1ccccc1. Yields the product Cc1ccc(Sc2ccccc2)c(CCl)c1. Reaction SMILES: [CH3:1][c:2]1[cH:3][c:4]([CH2:5][OH:6])[c:7]([S:10][c:11]2[cH:12][cH:13][cH:14][cH:15][cH:16]2)[cH:8][cH:9]1.[S:17]([Cl:18])([Cl:19])=[O:20].[cH:21]1[cH:22][cH:23][cH:24][cH:25][cH:26]1>>[CH3:1][c:2]1[cH:3][c:4]([CH2:5][Cl:19])[c:7]([S:10][c:11]2[cH:12][cH:13][cH:14][cH:15][cH:16]2)[cH:8][cH:9]1. The reactants are CN1CC(C(CC1)C1=CC(=C(C=C1)Cl)Cl)C=O (1-methyl-3-formyl-4-(3,4-dichlorophenyl)piperidine), Cl.O(C)N (methoxylamine hydrochloride). The solvent is C(C)(C)O (isopropanol). Product: CN1CC(C(CC1)C1=CC(=C(C=C1)Cl)Cl)C=NOC (1-Metyl-3-methoxyiminomethyl-4-(3,4-dichlorophenyl)piperidine). Yield: 40.2%. RXN SMILES: [CH3:1][N:2]1[CH2:7][CH2:6][CH:5]([C:8]2[CH:13]=[CH:12][C:11]([Cl:14])=[C:10]([Cl:15])[CH:9]=2)[CH:4]([CH:16]=O)[CH2:3]1.Cl.[O:19]([NH2:21])[CH3:20]>C(O)(C)C>[CH3:1][N:2]1[CH2:7][CH2:6][CH:5]([C:8]2[CH:13]=[CH:12][C:11]([Cl:14])=[C:10]([Cl:15])[CH:9]=2)[CH:4]([CH:16]=[N:21][O:19][CH3:20])[CH2:3]1 |f:1.2|. Procedure details: To a solution of 1-methyl-3-formyl-4-(3,4-dichlorophenyl)piperidine (10 g, 33 mmol) in warm isopropanol (100 mL) was added methoxylamine hydrochloride (3 g, 36 mmol). The reaction was heated at reflux for 30 min. The solvent was evaporated off and the residue made basic (pH=9) using concentrated ammonia. Extraction with ether afforded 8.5 g of crude product. Purification by repeated column chromatography on silica using EtOAc/Et3N (95:5) as eleuent afforded 4 g of the title compound as an oil. Starting materials: C(\C=C\C=C\C(=O)O)(=O)O (Muconic acid). The solvent is C(C)(=O)O (acetic acid). Product: C(\C=C\C=C\C(=O)O)(=O)O.C(C)(=O)O (muconic acid acetic acid). The yield is 40.0%. RXN SMILES: [C:1]([OH:10])(=[O:9])/[CH:2]=[CH:3]/[CH:4]=[CH:5]/[C:6]([OH:8])=[O:7]>C(O)(=O)C>[C:1]([OH:10])(=[O:9])/[CH:2]=[CH:3]/[CH:4]=[CH:5]/[C:6]([OH:8])=[O:7].[C:6]([OH:8])(=[O:7])[CH3:5] |f:2.3|. Reported procedure: Muconic acid is dissolved in acetic acid to form a 40% muconic acid/acetic acid slurry solution. Starting materials: BrC1=CC=C(C=C1)I (4-bromoiodobenzene), CN(C1(CCC2(OCCO2)CC1)C#N)C (8-dimethylamino-1,4-dioxaspiro[4.5]decane-8-carbonitrile), [Cl-].[NH4+] (ammonium chloride), C(C)(C)[Mg]Cl (isopropyl magnesium chloride). Run in C(C)OCC (diethylether), C(C)OCC (diethylether). Conditions: time 8 hour. Procedure: 26.6 g 4-bromoiodobenzene were placed in 150 ml diethylether and 47 ml 2.0 molar isopropyl magnesium chloride solution were added dropwise at ambient temperature. After one further hour, 18 g 8-dimethylamino-1,4-dioxaspiro[4.5]decane-8-carbonitrile, dissolved in 250 ml diethylether, were added dropwise and stirred overnight. To work up the mixture with ice cooling, 20 ml ammonium chloride solution (20% by weight) were added, extracted three times with 100 ml diethylether in each case, the combin... As a reaction SMILES: [Br:1][C:2]1[CH:7]=[CH:6][C:5](I)=[CH:4][CH:3]=1.[CH:9]([Mg]Cl)([CH3:11])[CH3:10].[CH3:14][N:15]([CH3:28])[C:16]1(C#N)[CH2:25][CH2:24][C:19]2([O:23]CCO2)[CH2:18][CH2:17]1.[Cl-].[NH4+]>C(OCC)C>[Br:1][C:2]1[CH:7]=[CH:6][C:5]([C:16]2([N:15]([CH3:14])[CH3:28])[CH2:17][CH2:18][C:19]([CH2:10][CH2:9][C:11]3[CH:6]=[CH:7][CH:2]=[CH:3][CH:4]=3)([OH:23])[CH2:24][CH2:25]2)=[CH:4][CH:3]=1 |f:3.4|. Product: BrC1=CC=C(C=C1)C1(CCC(CC1)(O)CCC1=CC=CC=C1)N(C)C (4-(4-bromophenyl)-4-dimethylamino-1-phenethylcyclohexanol).